The task is: describe an organic reaction: reactants, conditions, products, and yield. This data is from the Open Reaction Database (ORD), a public repository of structured organic reaction records. Reactants: OC1=CC=C(C=C1)CCC(=O)O (3-(4-hydroxyphenyl)propionic acid), C(C)O (ethanol), S(O)(O)(=O)=O (Sulfuric acid). Yields the product OC1=CC=C(C=C1)CCC(=O)OCC (ethyl 3-(4-hydroxyphenyl)propionate). As a reaction SMILES: S(=O)(=O)(O)O.[OH:6][C:7]1[CH:12]=[CH:11][C:10]([CH2:13][CH2:14][C:15]([OH:17])=[O:16])=[CH:9][CH:8]=1.[CH2:18](O)[CH3:19]>>[OH:6][C:7]1[CH:8]=[CH:9][C:10]([CH2:13][CH2:14][C:15]([O:17][CH2:18][CH3:19])=[O:16])=[CH:11][CH:12]=1. Reported procedure: Sulfuric acid (230 g) was dropped under stirring for 10 minutes to an ethanol solution (1500 mL) of 3-(4-hydroxyphenyl)propionic acid (1150 g), and refluxed successively for 5 hours. The reaction mixture was concentrated and the obtained concentrated solution was poured into water (1,000 mL) and stirred with addition of ethyl acetate. After separation of the solution, an ethyl acetate layer was neutralized with an aqueous solution of a saturated sodium carbonate, washed with a small amount of wa... Reactants: FC(C(=O)O)(F)F.C(C)(C)OC1=CC=C(C=N1)OC1=CC=C(C=C1)CCC(C)N (3-[4-(6-Isopropoxypyridin-3-yloxy)phenyl]-1-methylpropylamine trifluoroacetate), C(=O)(N1C=NC=C1)N1C=NC=C1 (1,1′-carbonyldiimidazole). The solvent is C(=O)O (formic acid). Yields the product C(C)(C)OC1=CC=C(C=N1)OC1=CC=C(C=C1)CCC(C)NC=O (N-{3-[4-(6-Isopropoxypyridin-3-yloxy)phenyl]-1-methylpropyl}formamide). As a reaction SMILES: FC(F)(F)[C:3](O)=[O:4].[CH:8]([O:11][C:12]1[N:17]=[CH:16][C:15]([O:18][C:19]2[CH:24]=[CH:23][C:22]([CH2:25][CH2:26][CH:27]([NH2:29])[CH3:28])=[CH:21][CH:20]=2)=[CH:14][CH:13]=1)([CH3:10])[CH3:9].C(N1C=CN=C1)(N1C=CN=C1)=O>C(O)=O>[CH:8]([O:11][C:12]1[N:17]=[CH:16][C:15]([O:18][C:19]2[CH:20]=[CH:21][C:22]([CH2:25][CH2:26][CH:27]([NH:29][CH:3]=[O:4])[CH3:28])=[CH:23][CH:24]=2)=[CH:14][CH:13]=1)([CH3:10])[CH3:9] |f:0.1|. Procedure: 3-[4-(6-Isopropoxypyridin-3-yloxy)phenyl]-1-methylpropylamine trifluoroacetate (115 mg, 0.28 mmol) was reacted with formic acid and 1,1′-carbonyldiimidazole in analogy to example 44. Yield: 46 mg (51%), M+H+: 329.18. Starting materials: C(C)N1C(=CC2=CC=CC=C12)C (1-ethyl-2-methylindole), ClC1=CC=C2C(=C(NC2=C1)C1=CC=CC=C1)C(C(=O)O)CC(=O)C1=C(NC2=CC(=CC=C12)Cl)C1=CC=CC=C1 (2,4-bis(6-chloro-2-phenyl-3-indolyl)-4-oxobutanoic acid), C(CC)C=1NC2=CC=CC=C2C1 (2-propylindole). Yields the product 2-propyl-3-indolyl-2(5H)-furanone, C(CC)N1C(=C(C2=CC=CC=C12)C=1C(OC(C1)(C1=C(N(C2=CC=CC=C12)CC)C)C1=C(N(C2=CC=CC=C12)CCC)C)=O)C (3,5-bis-(1-n-propyl-2-methyl-3-indolyl)-5-(1-ethyl-2-methyl-3-indolyl)-2(5H)-furanone). RXN SMILES: ClC1C=C2C(C([CH:17]([CH2:21][C:22]([C:24]3[C:32]4[C:27](=[CH:28][C:29](Cl)=[CH:30][CH:31]=4)[NH:26][C:25]=3[C:34]3C=CC=CC=3)=O)[C:18]([OH:20])=[O:19])=C(C3C=CC=CC=3)N2)=CC=1.[CH2:40]([C:43]1[NH:44][C:45]2[C:50]([CH:51]=1)=[CH:49][CH:48]=[CH:47][CH:46]=2)CC.[CH2:52]([N:54]1[C:62]2[C:57](=[CH:58][CH:59]=[CH:60][CH:61]=2)[CH:56]=[C:55]1[CH3:63])[CH3:53]>>[CH2:18]([N:44]1[C:45]2[C:50](=[CH:49][CH:48]=[CH:47][CH:46]=2)[C:51]([C:17]2[C:18](=[O:19])[O:20][C:22]([C:24]3[C:32]4[C:27](=[CH:28][CH:29]=[CH:30][CH:31]=4)[N:26]([CH2:22][CH2:24][CH3:25])[C:25]=3[CH3:34])([C:56]3[C:57]4[C:62](=[CH:61][CH:60]=[CH:59][CH:58]=4)[N:54]([CH2:52][CH3:53])[C:55]=3[CH3:63])[CH:21]=2)=[C:43]1[CH3:40])[CH2:17][CH3:21]. Procedure details: Following a procedure similar to that described above in part B of this example by using 2,4-bis(6-chloro-2-phenyl-3-indolyl)-4-oxobutanoic acid instead of 2,4-bis(1-n-propyl-2-methyl-3-indolyl)-4-oxobutanoic acid, and 2-propylindole is substituted for 1-ethyl-2-methylindole, there is obtained 3,5-bis-(6-chloro-2-phenyl-3-indolyl)-5-(2-propyl-3-indolyl-2(5H)-furanone (Formula III: R=R2 =Y1 =H; R1 =C6H5 ; R3 =CH3CH2CH2 ; Y=6-Cl). Reactants: S(=O)(=O)(C1=CC=C(C)C=C1)Cl (tosyl chloride), CC1(OCC(O1)CO)C ((2,2-dimethyl[1,3]dioxolan-4-yl)methanol). The solvent is N1=CC=CC=C1 (pyridine), CCOCC (ether). Conditions: time 8 hour. Product: C1(=CC=C(C=C1)S(=O)(=O)OCC1OC(OC1)(C)C)C (2,2-Dimethyl[1,3]dioxolan-4-ylmethyl toluene-4-sulfonate). As a reaction SMILES: [S:1](Cl)([C:4]1[CH:10]=[CH:9][C:7]([CH3:8])=[CH:6][CH:5]=1)(=[O:3])=[O:2].[CH3:12][C:13]1([CH3:20])[O:17][CH:16]([CH2:18][OH:19])[CH2:15][O:14]1>N1C=CC=CC=1.CCOCC>[C:7]1([CH3:8])[CH:9]=[CH:10][C:4]([S:1]([O:19][CH2:18][CH:16]2[CH2:15][O:14][C:13]([CH3:20])([CH3:12])[O:17]2)(=[O:3])=[O:2])=[CH:5][CH:6]=1. Procedure details: 57.2 g (300 mmol) of tosyl chloride are added to a solution of 39.6 g (300 mmol) of (2,2-dimethyl[1,3]dioxolan-4-yl)methanol in 170 ml of pyridine at 0° C. The mixture is stirred overnight, diluted with ether, washed with a 1N hydrochloric acid solution until the aqueous phase is at acid pH, and then washed with a saturated sodium hydrogen carbonate solution. Reactants: O, O=C(O)c1ccc(O)nc1, BrP(Br)(Br)(Br)Br. Product: O=C(O)c1ccc(Br)nc1. Reaction SMILES: [OH2:17].[OH:7][C:8](=[O:9])[c:10]1[cH:11][cH:12][c:13]([OH:14])[n:15][cH:16]1.[P:1]([Br:2])([Br:3])([Br:4])([Br:5])[Br:6]>>[Br:2][c:13]1[cH:12][cH:11][c:10]([C:8]([OH:7])=[O:9])[cH:16][n:15]1.